From a dataset of the Open Reaction Database (ORD), a public repository of structured organic reaction records. describe an organic reaction: reactants, conditions, products, and yield Reactants: Cl.CC=1C=C(C=NC1OCC(F)(F)F)C(C)N (1-(5-methyl-6-(2,2,2-trifluoroethoxy)pyridin-3-yl)ethanamine hydrochloride), NC1=NC=CC(=N1)C(=O)O (2-aminopyrimidine-4-carboxylic acid). The product is NC1=NC=CC(=N1)C(=O)NC(C)C=1C=NC(=C(C1)C)OCC(F)(F)F (2-amino-N-(1-(5-methyl-6-(2,2,2-trifluoroethoxy)pyridin-3-yl)ethyl)pyrimidine-4-carb oxamide). Isolated yield 36.0%. Reaction SMILES: Cl.[CH3:2][C:3]1[CH:4]=[C:5]([CH:15]([NH2:17])[CH3:16])[CH:6]=[N:7][C:8]=1[O:9][CH2:10][C:11]([F:14])([F:13])[F:12].[NH2:18][C:19]1[N:24]=[C:23]([C:25](O)=[O:26])[CH:22]=[CH:21][N:20]=1>>[NH2:18][C:19]1[N:24]=[C:23]([C:25]([NH:17][CH:15]([C:5]2[CH:6]=[N:7][C:8]([O:9][CH2:10][C:11]([F:14])([F:12])[F:13])=[C:3]([CH3:2])[CH:4]=2)[CH3:16])=[O:26])[CH:22]=[CH:21][N:20]=1 |f:0.1|. Procedure details: The title compound is prepared in 36% yield (95 mg, clear pale yellow oil) from 1-(5-methyl-6-(2,2,2-trifluoroethoxy)pyridin-3-yl)ethanamine hydrochloride (200 mg, 0.74 mmol, Amine-17, single enantiomer) and 2-aminopyrimidine-4-carboxylic acid (103 mg, 0.74 mmol) by the similar manner in Step-1 of Example 8. Starting materials: C(C)N1N=NN=C1CCN (2-(1-Ethyl-1H-tetrazol-5-yl)-ethylamine), C(C)(C)(C)OC(NCCBr)=O ((2-Bromo-ethyl)-carbamic acid tert-butyl ester), CC=1N=NNN1 (5-Methyl-2H-tetrazole), C(C)I (ethyliodide). The product is CC=1N=NN(N1)CCN (2-(5-Methyl-tetrazol-2-yl)-ethylamine). RXN SMILES: C([N:3]1[C:7]([CH2:8]CN)=[N:6][N:5]=[N:4]1)C.[CH3:11][C:12]1[N:13]=NNN=1.C(I)C.C(OC(=O)NCCBr)(C)(C)C>>[CH3:8][C:7]1[N:6]=[N:5][N:4]([CH2:11][CH2:12][NH2:13])[N:3]=1. Procedure: This compound is prepared by an analogous procedure to intermediate CI2 by replacing [2-(1H-Tetrazol-5-yl)-ethyl]-carbamic acid tert-butyl ester in step 1 with 5-Methyl-2H-tetrazole and by replacing ethyliodide with (2-Bromo-ethyl)-carbamic acid tert-butyl ester.